From a dataset of the Open Reaction Database (ORD), a public repository of structured organic reaction records. describe an organic reaction: reactants, conditions, products, and yield Starting materials: OCCCC=1C=C(C(=O)O)C=C(C1OC)OC (3-(3-hydroxypropyl)-4,5-dimethoxybenzoic acid), C(C=C)Br (allyl bromide). Yields the product C(C=C)OCCCC=1C=C(C(=O)O)C=C(C1OC)OC (3-(3-Allyloxypropyl)-4,5-dimethoxybenzoic acid). As a reaction SMILES: [OH:1][CH2:2][CH2:3][CH2:4][C:5]1[CH:6]=[C:7]([CH:11]=[C:12]([O:16][CH3:17])[C:13]=1[O:14][CH3:15])[C:8]([OH:10])=[O:9].[CH2:18](Br)[CH:19]=[CH2:20]>>[CH2:20]([O:1][CH2:2][CH2:3][CH2:4][C:5]1[CH:6]=[C:7]([CH:11]=[C:12]([O:16][CH3:17])[C:13]=1[O:14][CH3:15])[C:8]([OH:10])=[O:9])[CH:19]=[CH2:18]. Procedure: 3-(3-Allyloxypropyl)-4,5-dimethoxybenzoic acid was prepared from 3-(3-hydroxypropyl)-4,5-dimethoxybenzoic acid (Example 10, Step 1) and allyl bromide in quantitative yield by following Method I and used without further purification. Reactants: [Li]CCCC (n-BuLi), 10, [Li]CCCC (n-BuLi), CN(C1=CCC2=CC=CC=C12)C1=CC=CC=C1 (N-Methyl-N-phenyl-1H-inden-3-amine). Solvent: CCCCCC (hexane). Run at time 8 hour. Yields the product CN(C1=CC(C2=CC=CC=C12)[Li])C1=CC=CC=C1 ((3-(methylphenylamino)-1H-indenyl)lithium). Isolated yield 89.0%. As a reaction SMILES: [CH3:1][N:2]([C:12]1[CH:17]=[CH:16][CH:15]=[CH:14][CH:13]=1)[C:3]1[C:11]2[C:6](=[CH:7][CH:8]=[CH:9][CH:10]=2)[CH2:5][CH:4]=1.[Li:18]CCCC>CCCCCC>[CH3:1][N:2]([C:12]1[CH:17]=[CH:16][CH:15]=[CH:14][CH:13]=1)[C:3]1[C:11]2[C:6](=[CH:7][CH:8]=[CH:9][CH:10]=2)[CH:5]([Li:18])[CH:4]=1. Procedure details: N-Methyl-N-phenyl-1H-inden-3-amine(6.8g, 30.7 mmol) was dissolved in 100 mL of hexane and 10 12.3 mL of 2.5 M n-BuLi (0.936 eq) was added dropwise via syringe over a 15 minute period. The solution developed a yellow precipitate upon the addition of n-BuLi and the slurry was allowed to stir overnight. After this time the solid was filtered, washed with 50 mL of hexane and allowed to dry in Vacuo overnight to afford the desired anion as a yellow-orange solid (5.83 g, 25.6 mmol) in 89 percent yield... Reactants: ClC1=C(C(=CC(=C1)N1N=CC(NC1=O)=O)Cl)C(C(=O)O)C1=CC=C(C=C1)Cl (2,6-dichloro-α-(4-chlorophenyl)-4-(4,5-dihydro-3,5-dioxo-1,2,4-triazin2(3H)-yl)benzeneacetic acid). Reagents/catalysts: [Zn] (zinc). The solvent is C(C)(=O)O (acetic acid). Reaction conditions: time 30 minute. The product is ClC1=C(C(=CC(=C1)N1NCC(NC1=O)=O)Cl)C(C(=O)O)C1=CC=C(C=C1)Cl (2,6-dichloro-α-(4-chlorophenyl)-4-(3,4,5,6-tetrahydro-3,5-dioxo-1,2,4-triazin-2(1H)-yl)benzeneacetic acid). The yield is 67.2%. RXN SMILES: [Cl:1][C:2]1[CH:7]=[C:6]([N:8]2[C:13](=[O:14])[NH:12][C:11](=[O:15])[CH:10]=[N:9]2)[CH:5]=[C:4]([Cl:16])[C:3]=1[CH:17]([C:21]1[CH:26]=[CH:25][C:24]([Cl:27])=[CH:23][CH:22]=1)[C:18]([OH:20])=[O:19]>[Zn].C(O)(=O)C>[Cl:1][C:2]1[CH:7]=[C:6]([N:8]2[C:13](=[O:14])[NH:12][C:11](=[O:15])[CH2:10][NH:9]2)[CH:5]=[C:4]([Cl:16])[C:3]=1[CH:17]([C:21]1[CH:26]=[CH:25][C:24]([Cl:27])=[CH:23][CH:22]=1)[C:18]([OH:20])=[O:19]. Procedure details: To a stirred and refluxed solution of 1.5 parts of 2,6-dichloro-α-(4-chlorophenyl)-4-(4,5-dihydro-3,5-dioxo-1,2,4-triazin2(3H)-yl)benzeneacetic acid in 100 parts of acetic acid were added 3 parts of zinc. Stirring was continued for 30 minutes at reflux temperature. The zinc salts were filtered off and the filtrate was evaporated. The residue was washed with water whereupon the solid product was filtered off and dissolved in a mixture of trichlorometmhane and methanol (90:10 by volume). The solut... Reactants: ClC1C(NC(N1)=O)=O (5-chlorohydantoin), C1(=CC=CC=C1)O (phenol). The solvent is O1CCOCC1 (dioxane). Run at temperature 70 celsius, time 6 hour. Yields the product OC1=CC=C(C=C1)C1C(NC(N1)=O)=O (5-(p-hydroxyphenyl)hydantoin). The yield is 48.0%. Reaction SMILES: Cl[CH:2]1[NH:6][C:5](=[O:7])[NH:4][C:3]1=[O:8].[C:9]1([OH:15])[CH:14]=[CH:13][CH:12]=[CH:11][CH:10]=1>O1CCOCC1>[OH:15][C:9]1[CH:14]=[CH:13][C:12]([CH:2]2[NH:6][C:5](=[O:7])[NH:4][C:3]2=[O:8])=[CH:11][CH:10]=1. Procedure: 1.34 g (10 mmol) of 5-chlorohydantoin and 1.88 g (20 mmol) of phenol were dissolved in 10 ml of dioxane. The solution was then heated to a temperature of 70° C. with stirring for 6 hours. The reaction system was then allowed to cool to room temperature. The reaction system was further cooled over an ice bath for 2 hours. The resulting crystal was recovered by filtration, washed thoroughly with water, and then air-dried to obtain 0.93 g (4.8 mmol; yield: 48%) of 5-(p-hydroxyphenyl)hydantoin in th... Starting materials: NC1=C(NC2=CC=C(C=C2)CCO)C=CC(=C1)OC (2-[4-(2-Amino-4-methoxyanilino)phenyl]ethanol), N1N=C(C=C1)C=O (pyrazol-3-carbaldehyde), C(C)(=O)[O-].C(C)(=O)[O-].C(C)(=O)[O-].C(C)(=O)[O-].[Pb+4] (lead tetraacetate). The solvent is C(C)O (ethanol), C1=CC=CC=C1 (benzene). Reaction conditions: time 16 hour. Product: COC1=CC2=C(N(C(=N2)C2=NNC=C2)C2=CC=C(C=C2)CCO)C=C1 (2-{4-[5-(methyloxy)-2-(1H-pyrazol-3-yl)-1H-benzimidazol-1-yl]phenyl}ethanol). Isolated yield 16.1%. RXN SMILES: [NH2:1][C:2]1[CH:17]=[C:16]([O:18][CH3:19])[CH:15]=[CH:14][C:3]=1[NH:4][C:5]1[CH:10]=[CH:9][C:8]([CH2:11][CH2:12][OH:13])=[CH:7][CH:6]=1.[NH:20]1[CH:24]=[CH:23][C:22]([CH:25]=O)=[N:21]1.C([O-])(=O)C.C([O-])(=O)C.C([O-])(=O)C.C([O-])(=O)C.[Pb+4]>C(O)C.C1C=CC=CC=1>[CH3:19][O:18][C:16]1[CH:15]=[CH:14][C:3]2[N:4]([C:5]3[CH:10]=[CH:9][C:8]([CH2:11][CH2:12][OH:13])=[CH:7][CH:6]=3)[C:25]([C:22]3[CH:23]=[CH:24][NH:20][N:21]=3)=[N:1][C:2]=2[CH:17]=1 |f:2.3.4.5.6|. Procedure: A mixture of 2-(4-{[2-amino-4-(methyloxy)phenyl]amino}phenyl)ethanol (step 2 of Example 71, 1.95 g, 7.56 mmol), pyrazol-3-carbaldehyde (726 mg, 7.56 mmol) in ethanol (45 ml) was heated at reflux temperature for 2 h. After cooling, the mixture was concentrated. A mixture of the residue, lead tetraacetate (4.61 g, 8.32 mmol) in benzene (50 ml) was stirred at room temperature for 16 h. The mixture was quenched with saturated NaHCO3 aqueous solution (150 ml). The whole was extracted with ethyl aceta...